This data is from the Open Reaction Database (ORD), a public repository of structured organic reaction records. The task is: describe an organic reaction: reactants, conditions, products, and yield The reactants are C1CCOC1, COc1ccc2c(Cc3c(Cl)cncc3Cl)nncc2c1C#Cc1ccccc1. Product: COc1ccc2c(Cc3c(Cl)cncc3Cl)nncc2c1C=Cc1ccccc1. RXN SMILES: [CH2:30]1[O:31][CH2:32][CH2:33][CH2:34]1.[Cl:1][c:2]1[cH:3][n:4][cH:5][c:6]([Cl:29])[c:7]1[CH2:8][c:9]1[n:10][n:11][cH:12][c:13]2[c:14]([C:21]#[C:22][c:23]3[cH:24][cH:25][cH:26][cH:27][cH:28]3)[c:15]([O:19][CH3:20])[cH:16][cH:17][c:18]12>>[Cl:1][c:2]1[cH:3][n:4][cH:5][c:6]([Cl:29])[c:7]1[CH2:8][c:9]1[n:10][n:11][cH:12][c:13]2[c:14]([CH:21]=[CH:22][c:23]3[cH:24][cH:25][cH:26][cH:27][cH:28]3)[c:15]([O:19][CH3:20])[cH:16][cH:17][c:18]12. Reactants: ( 3 ), [OH-].[NH4+] (ammonium hydroxide), C(OC1=C(C(=CC(=C1)[N+](=O)[O-])F)F)(OCC)=O (2,3-difluoro-5-nitrophenyl ethyl carbonate). The solvent is CCOC(=O)C (EtOAc). The product is FC1=C(C=C(C=C1F)[N+](=O)[O-])O (2,3-difluoro-5-nitrophenol). Yield: 0.1%. Reaction SMILES: [OH-].[NH4+].C(=O)(OCC)[O:4][C:5]1[CH:10]=[C:9]([N+:11]([O-:13])=[O:12])[CH:8]=[C:7]([F:14])[C:6]=1[F:15]>CCOC(C)=O>[F:15][C:6]1[C:7]([F:14])=[CH:8][C:9]([N+:11]([O-:13])=[O:12])=[CH:10][C:5]=1[OH:4] |f:0.1|. Procedure details: Step M (3): Aqueous ammonium hydroxide (5 mL) was added to a solution of 2,3-difluoro-5-nitrophenyl ethyl carbonate (250 mg, 1.0 mol) in EtOAc (4 mL). The reaction mixture was quenched with 1 N HCl. The mixture was diluted with water and extracted with EtOAc. The organic layer was washed with brine, dried over sodium sulfate, filtered, and concentrated in vacuo to afford 2,3-difluoro-5-nitrophenol (150 mg, 85% yield). The reactants are [C-]#N.[C-]#N.[C-]#N.[C-]#N.[C-]#N.[N-]=O.O.O.[Na+].[Na+].[Fe+4] (sodium nitroprusside), [Mg] (magnesium), S(=O)(=O)([O-])[O-].[Ca+2] (calcium sulfate), DEAE-silica gel, [C-]#N.[C-]#N.[C-]#N.[C-]#N.[C-]#N.[N-]=O.O.O.[Na+].[Na+].[Fe+4] (sodium nitroprusside). The product is [C-]#N.[C-]#N.[C-]#N.[C-]#N.[C-]#N.[N-]=O.[Fe+4] (nitroprusside), DEAE silica. As a reaction SMILES: [C-:1]#[N:2].[C-]#N.[C-]#N.[C-]#N.[C-]#N.[N-:11]=[O:12].O.O.[Na+].[Na+].[Fe+4:17].[Mg].S([O-])([O-])(=O)=O.[Ca+2]>>[C-:1]#[N:2].[C-:1]#[N:2].[C-:1]#[N:2].[C-:1]#[N:2].[C-:1]#[N:2].[N-:11]=[O:12].[Fe+4:17] |f:0.1.2.3.4.5.6.7.8.9.10,12.13,14.15.16.17.18.19.20|. Procedure: The DEA-silica or DEAE-silica gel prepared according to the above procedure is then treated with sodium nitroprusside alone or sodium nitroprusside mixed with magnesium or calcium sulfate to form nitroprusside DEA or DEAE-silica. According to one procedure, one hundred gram aliquots of DEAE silica gel were then taken in dark bottles and each mixed with one liter of aqueous solution of sodium nitroprusside at concentrations of 2 g/liter, 4 g/liter, 5 g liter, 6 g liter, 8 g/liter and 10 g/liter. ... The reactants are Cl.N[C@@H](CCCNC(N)=N)C(=O)N1[C@H](C(=O)NCC(=O)N)CCC1 (L-arginyl-L-prolyl-glycinamide hydrochloride), [N+](=O)([O-])C1=CC=C(C=C1)OC([C@@H](NC(=O)OCC1=CC=CC=C1)CC(C)C)=O (Nα -benzyloxycarbonyl-L-leucine p-nitrophenyl ester), CN(C=O)C (dimethylformamide). Run in C(C)OCC (diethyl ether). Reaction conditions: temperature 50 celsius, time 48 hour. Product: Cl.C(C1=CC=CC=C1)OC(=O)N[C@@H](CC(C)C)C(=O)N[C@@H](CCCNC(N)=N)C(=O)N1[C@H](C(=O)NCC(=O)N)CCC1 (Nα -benzyloxycarbonyl-L-leucyl-L-arginyl-L-prolyl-glycinamide hydrochloride). As a reaction SMILES: [ClH:1].[NH2:2][C@H:3]([C:11]([N:13]1[CH2:24][CH2:23][CH2:22][C@H:14]1[C:15]([NH:17][CH2:18][C:19]([NH2:21])=[O:20])=[O:16])=[O:12])[CH2:4][CH2:5][CH2:6][NH:7][C:8](=[NH:10])[NH2:9].[N+](C1C=CC([O:34][C:35](=O)[C@H:36]([CH2:48][CH:49]([CH3:51])[CH3:50])[NH:37][C:38]([O:40][CH2:41][C:42]2[CH:47]=[CH:46][CH:45]=[CH:44][CH:43]=2)=[O:39])=CC=1)([O-])=O.CN(C)C=O>C(OCC)C>[ClH:1].[CH2:41]([O:40][C:38]([NH:37][C@H:36]([C:35]([NH:2][C@H:3]([C:11]([N:13]1[CH2:24][CH2:23][CH2:22][C@H:14]1[C:15]([NH:17][CH2:18][C:19]([NH2:21])=[O:20])=[O:16])=[O:12])[CH2:4][CH2:5][CH2:6][NH:7][C:8](=[NH:9])[NH2:10])=[O:34])[CH2:48][CH:49]([CH3:50])[CH3:51])=[O:39])[C:42]1[CH:47]=[CH:46][CH:45]=[CH:44][CH:43]=1 |f:0.1,5.6|. Procedure: A solution of L-arginyl-L-prolyl-glycinamide hydrochloride (from de-protection of 21.2 g. of Nα -benzyloxycarbonyl-L-arginyl-L-prolyl-glycinamide hydrochloride), 17 g. of Nα -benzyloxycarbonyl-L-leucine p-nitrophenyl ester and 85 ml. of dimethylformamide is allowed to stand at 25° C. for 48 hours, warmed to 50° C. for 10 minutes and let stand for six hours at 25° C. The solution is poured slowly into 800 ml. of stirred dry diethyl ether. The sticky solid is separated by decanting, dissolved in 5... Starting materials: O=C([O-])[O-], CCCc1cc2c(C(F)(F)F)c(C#N)ccc2[nH]1, CC#N, CCOC(C)=O, [Cs+], [Cs+], FC(F)(F)c1cc(-c2nc(CCl)no2)cc(C(F)(F)F)c1. Yields the product CCCc1cc2c(C(F)(F)F)c(C#N)ccc2n1Cc1noc(-c2cc(C(F)(F)F)cc(C(F)(F)F)c2)n1. Reaction SMILES: [C:40](=[O:41])([O-:42])[O-:43].[CH2:1]([CH2:2][CH3:3])[c:4]1[nH:5][c:6]2[cH:7][cH:8][c:9]([C:17]#[N:18])[c:10]([C:13]([F:14])([F:15])[F:16])[c:11]2[cH:12]1.[CH3:46][C:47]#[N:48].[CH3:49][CH2:50][O:51][C:52]([CH3:53])=[O:54].[Cs+:44].[Cs+:45].[F:19][C:20]([c:21]1[cH:22][c:23](-[c:31]2[n:32][c:33]([CH2:36][Cl:37])[n:34][o:35]2)[cH:24][c:25]([C:27]([F:28])([F:29])[F:30])[cH:26]1)([F:38])[F:39]>>[CH2:1]([CH2:2][CH3:3])[c:4]1[n:5]([CH2:36][c:33]2[n:32][c:31](-[c:23]3[cH:22][c:21]([C:20]([F:19])([F:38])[F:39])[cH:26][c:25]([C:27]([F:28])([F:29])[F:30])[cH:24]3)[o:35][n:34]2)[c:6]2[cH:7][cH:8][c:9]([C:17]#[N:18])[c:10]([C:13]([F:14])([F:15])[F:16])[c:11]2[cH:12]1. Starting materials: ClCCl, CS(=O)(=O)N1CCC=CCC1, O=C(OO)c1cccc(Cl)c1. Product: CS(=O)(=O)N1CCC2OC2CC1. RXN SMILES: [CH2:23]([Cl:24])[Cl:25].[CH3:1][S:2](=[O:3])(=[O:4])[N:5]1[CH2:6][CH2:7][CH:8]=[CH:9][CH2:10][CH2:11]1.[Cl:12][c:13]1[cH:14][cH:15][cH:16][c:17]([C:18]([O:19][OH:21])=[O:20])[cH:22]1>>[CH3:1][S:2](=[O:3])(=[O:4])[N:5]1[CH2:6][CH2:7][CH:8]2[CH:9]([CH2:10][CH2:11]1)[O:20]2. Starting materials: CCCCCCCCCC(=O)Nc1cc(C(=O)OC)c2cc[nH]c2c1, CO, [K+], C1CCOC1, [OH-], O. The product is CCCCCCCCCC(=O)Nc1cc(C(=O)O)c2cc[nH]c2c1. RXN SMILES: [CH3:1][O:2][C:3](=[O:4])[c:5]1[c:6]2[cH:7][cH:8][nH:9][c:10]2[cH:11][c:12]([NH:14][C:15]([CH2:16][CH2:17][CH2:18][CH2:19][CH2:20][CH2:21][CH2:22][CH2:23][CH3:24])=[O:25])[cH:13]1.[CH3:26][OH:27].[K+:34].[O:28]1[CH2:29][CH2:30][CH2:31][CH2:32]1.[OH-:33].[OH2:35]>>[O:2]=[C:3]([OH:4])[c:5]1[c:6]2[cH:7][cH:8][nH:9][c:10]2[cH:11][c:12]([NH:14][C:15]([CH2:16][CH2:17][CH2:18][CH2:19][CH2:20][CH2:21][CH2:22][CH2:23][CH3:24])=[O:25])[cH:13]1. Starting materials: CCO, CC(=O)[O-], COc1cccc2c1CCC2=O, CCO, Cl, NO, [Na+], O, O. The product is COc1cccc2c1CCC2=NO. RXN SMILES: [CH2:26]([OH:27])[CH3:28].[CH3:17][C:18](=[O:19])[O-:20].[CH3:1][O:2][c:3]1[c:4]2[c:8]([cH:9][cH:10][cH:11]1)[C:7](=[O:12])[CH2:6][CH2:5]2.[CH3:22][CH2:23][OH:24].[ClH:13].[NH2:14][OH:15].[Na+:16].[OH2:21].[OH2:25]>>[CH3:1][O:2][c:3]1[c:4]2[c:8]([cH:9][cH:10][cH:11]1)[C:7](=[N:14][OH:15])[CH2:6][CH2:5]2.